This data is from the Open Reaction Database (ORD), a public repository of structured organic reaction records. The task is: describe an organic reaction: reactants, conditions, products, and yield Starting materials: BrC1=NC=C(C=C1Cl)Br (2,5-dibromo-3-chloro-pyridine), C[C@H]1NCCNC1 ((R)-2-methyl-piperazine). Run in CC(=O)N(C)C (DMA). Product: BrC=1C=C(C(=NC1)N1C[C@H](NCC1)C)Cl (1-(5-Bromo-3-chloro-pyridin-2-yl)-3-(R)-methyl-piperazine). As a reaction SMILES: Br[C:2]1[C:7]([Cl:8])=[CH:6][C:5]([Br:9])=[CH:4][N:3]=1.[CH3:10][C@@H:11]1[CH2:16][NH:15][CH2:14][CH2:13][NH:12]1>CC(N(C)C)=O>[Br:9][C:5]1[CH:6]=[C:7]([Cl:8])[C:2]([N:15]2[CH2:14][CH2:13][NH:12][C@H:11]([CH3:10])[CH2:16]2)=[N:3][CH:4]=1. Reported procedure: Heat a solution of 2,5-dibromo-3-chloro-pyridine (Chontech Inc.) (2.0 g) and (R)-2-methyl-piperazine (3.2 g, 31.9 mmol) in DMA at 130° C. for 16 h. Partition the reaction mixture between water and EtOAc. Wash the EtOAc layer with water (1×) and brine (1×), dry (Na2SO4) and concentrate under reduced pressure to give the title compound as a solid.